This data is from the Open Reaction Database (ORD), a public repository of structured organic reaction records. The task is: describe an organic reaction: reactants, conditions, products, and yield Reactants: CN(C)CC1(c2ccc(O)cc2)CCOCC1, CC(CCl)CN1CCCC1, [K+], [K+], O=C([O-])[O-], CN(C)C=O. The product is CC(COc1ccc(C2(CN(C)C)CCOCC2)cc1)CN1CCCC1. RXN SMILES: [CH3:1][N:2]([CH3:3])[CH2:4][C:5]1([c:11]2[cH:12][cH:13][c:14]([OH:17])[cH:15][cH:16]2)[CH2:6][CH2:7][O:8][CH2:9][CH2:10]1.[Cl:18][CH2:19][CH:20]([CH2:21][N:22]1[CH2:23][CH2:24][CH2:25][CH2:26]1)[CH3:27].[K+:28].[K+:29].[O-:30][C:31]([O-:32])=[O:33].[O:34]=[CH:35][N:36]([CH3:37])[CH3:38]>>[CH3:1][N:2]([CH3:3])[CH2:4][C:5]1([c:11]2[cH:12][cH:13][c:14]([O:17][CH2:19][CH:20]([CH2:21][N:22]3[CH2:23][CH2:24][CH2:25][CH2:26]3)[CH3:27])[cH:15][cH:16]2)[CH2:6][CH2:7][O:8][CH2:9][CH2:10]1. Reactants: C[C@H](C#C)O ((R)-but-3-yn-2-ol), FC=1C(=C2/C(/C(NC2=CC1)=O)=C/C=1NC=CC1OC)I ((Z)-1,3-dihydro-5-fluoro-4-iodo-3-[(3-methoxy-1H-pyrrol-2-yl)methylene]-2H-indol-2-one), FC=1C(=C2/C(/C(NC2=CC1)=O)=C/C=1NC=CC1OC)I ((Z)-1,3-dihydro-5-fluoro-4-iodo-3-[(3-methoxy-1H-pyrrol-2-yl)methylene]-2H-indol-2-one). The reagents and catalysts are C=1C=CC(=CC1)[P](C=2C=CC=CC2)(C=3C=CC=CC3)[Pd]([P](C=4C=CC=CC4)(C=5C=CC=CC5)C=6C=CC=CC6)([P](C=7C=CC=CC7)(C=8C=CC=CC8)C=9C=CC=CC9)[P](C=1C=CC=CC1)(C=1C=CC=CC1)C=1C=CC=CC1 ((Ph3P)4Pd). Solvent: CN(C)C=O (DMF), CCN(CC)CC (Et3N), CCOC(=O)C (EtOAc). Product: FC=1C(=C2/C(/C(NC2=CC1)=O)=C/C=1NC=CC1OC)C#C[C@@H](C)O ((R)-(Z)-1,3-Dihydro-5-fluoro-4-(3-hydroxy-1-butynyl)-3-[(3-methoxy-1H-pyrrol-2-yl)methylene]-2H-indol-2-one). As a reaction SMILES: [CH3:1][C@@H:2]([OH:5])[C:3]#[CH:4].[F:6][C:7]1[C:8](I)=[C:9]2[C:13](=[CH:14][CH:15]=1)[NH:12][C:11](=[O:16])/[C:10]/2=[CH:17]\[C:18]1[NH:19][CH:20]=[CH:21][C:22]=1[O:23][CH3:24]>CN(C=O)C.CCN(CC)CC.CCOC(C)=O.C1C=CC([P]([Pd]([P](C2C=CC=CC=2)(C2C=CC=CC=2)C2C=CC=CC=2)([P](C2C=CC=CC=2)(C2C=CC=CC=2)C2C=CC=CC=2)[P](C2C=CC=CC=2)(C2C=CC=CC=2)C2C=CC=CC=2)(C2C=CC=CC=2)C2C=CC=CC=2)=CC=1>[F:6][C:7]1[C:8]([C:4]#[C:3][C@H:2]([OH:5])[CH3:1])=[C:9]2[C:13](=[CH:14][CH:15]=1)[NH:12][C:11](=[O:16])/[C:10]/2=[CH:17]\[C:18]1[NH:19][CH:20]=[CH:21][C:22]=1[O:23][CH3:24] |^1:47,49,68,87|. Reported procedure: Using Method C above, (R)-but-3-yn-2-ol (37 mg, 0.53 mmol) (Aldrich) was coupled with (Z)-1,3-dihydro-5-fluoro-4-iodo-3-[(3-methoxy-1H-pyrrol-2-yl)methylene]-2H-indol-2-one (50 mg, 0.13 mmol) (Starting Material 6) using (Ph3P)4Pd (15 mg, 0.01 mmol) and Cul (2 mg) in a mixture of DMF (3mL) and Et3N (3 mL) as solvent at 80° C. for 6 hrs. Upon completion, the reaction mixture was diluted with EtOAc and extracted with H2O. The organic layer was dried over Na2SO4 and concentrated. (R)-(Z)-1,3-Dihydro... Reaction SMILES: [CH3:29][CH2:30][O:31][C:32](=[O:33])[CH3:34].[F:4][c:5]1[cH:6][cH:7][c:8]([O:9][c:10]2[cH:11][c:12]([O:20][c:21]3[cH:22][n:23][cH:24][cH:25][cH:26]3)[cH:13][c:14]3[nH:15][c:16]([SH:19])[n:17][c:18]23)[cH:27][cH:28]1.[NH2:2][NH2:3].[OH2:1]>>[NH:2]([NH2:3])[c:16]1[nH:15][c:14]2[cH:13][c:12]([O:20][c:21]3[cH:22][n:23][cH:24][cH:25][cH:26]3)[cH:11][c:10]([O:9][c:8]3[cH:7][cH:6][c:5]([F:4])[cH:28][cH:27]3)[c:18]2[n:17]1. The product is NNc1nc2c(Oc3ccc(F)cc3)cc(Oc3cccnc3)cc2[nH]1. Reactants: CCOC(C)=O, Fc1ccc(Oc2cc(Oc3cccnc3)cc3[nH]c(S)nc23)cc1, NN, O. Starting materials: COC(=O)C1=NNC2=CC(=CC=C12)Br (6-Bromo-1H-indazole-3-carboxylic acid methyl ester), COC(=O)C1=NNC2=CC=CC=C12 (1H-indazole-3-carboxylic acid methyl ester). Procedure details: The title compound is prepared essentially as described in procedure 1d WO2005/080389 substituting 6-Bromo-1H-indazole-3-carboxylic acid methyl ester for 1H-indazole-3-carboxylic acid methyl ester. ES/MS m/e 296.0 (M+1). As a reaction SMILES: [CH3:1][O:2][C:3]([C:5]1[C:13]2[C:8](=[CH:9][C:10]([Br:14])=[CH:11][CH:12]=2)[NH:7][N:6]=1)=[O:4].CO[C:17]([C:19]1[C:27]2C(=CC=CC=2)NN=1)=O>>[CH3:1][O:2][C:3]([C:5]1[C:13]2[C:8](=[CH:9][C:10]([Br:14])=[CH:11][CH:12]=2)[N:7]([CH:19]([CH3:27])[CH3:17])[N:6]=1)=[O:4]. The product is COC(=O)C1=NN(C2=CC(=CC=C12)Br)C(C)C (6-Bromo-1-isopropyl-1H-indazole-3-carboxylic acid methyl ester). Reactants: OC1=CC=C(C=C1)C1=NOC(=C1)C(=O)N (3-(4-Hydroxy-phenyl)-isoxazole-5-carboxylic acid amide), C(#N)C1=C(CBr)C=CC=C1 (2-Cyanobenzyl bromide), OC1=CC=C(C=C1)C1=NOC(=C1)C(=O)N (3-(4-Hydroxy-phenyl)-isoxazole-5-carboxylic acid amide), C(=O)([O-])[O-].[K+].[K+] (K2CO3). The reagents and catalysts are [I-].C(CCC)[N+](CCCC)(CCCC)CCCC (tetrabutylammonium iodide). Solvent: CN(C)C=O (DMF). Run at time 8 hour. Yields the product C(#N)C1=C(COC2=CC=C(C=C2)C2=NOC(=C2)C(=O)N)C=CC=C1 (3-[4-(2-cyano-benzyloxy)-phenyl]-isoxazole-5-carboxylic acid amide). Isolated yield 27.0%. RXN SMILES: [OH:1][C:2]1[CH:7]=[CH:6][C:5]([C:8]2[CH:12]=[C:11]([C:13]([NH2:15])=[O:14])[O:10][N:9]=2)=[CH:4][CH:3]=1.C([O-])([O-])=O.[K+].[K+].[C:22]([C:24]1[CH:31]=[CH:30][CH:29]=[CH:28][C:25]=1[CH2:26]Br)#[N:23]>[I-].C([N+](CCCC)(CCCC)CCCC)CCC.CN(C=O)C>[C:22]([C:24]1[CH:31]=[CH:30][CH:29]=[CH:28][C:25]=1[CH2:26][O:1][C:2]1[CH:3]=[CH:4][C:5]([C:8]2[CH:12]=[C:11]([C:13]([NH2:15])=[O:14])[O:10][N:9]=2)=[CH:6][CH:7]=1)#[N:23] |f:1.2.3,5.6|. Reported procedure: 3-(4-Hydroxy-phenyl)-isoxazole-5-carboxylic acid amide (which may be prepared as described in Preparation of Intermediate 2; 50 mg, 0.24 mmol), K2CO3 (37 mg, 0.27 mmol) and tetrabutylammonium iodide (9 mg, 0.024 mmol) were taken up in DMF (2.4 mL). 2-Cyanobenzyl bromide (53 mg, 0.27 mmol) was added and the reaction mixture was stirred at room temperature overnight. The solvent was evaporated and the residue was purified by high-throughput purification to give 3-[4-(2-cyano-benzyloxy)-phenyl]-iso... Starting materials: C([O-])([O-])=O.[K+].[K+] (potassium carbonate), resultant mixture, [Si](C1=CC=CC=C1)(C1=CC=CC=C1)(C(C)(C)C)OCC=1C=C(C=CC1Cl)[C@@H]1OC([C@H]([C@@H]([C@@H]1O)O)O)CO ((2S,3S,4R,5S)-2-(3-((tert-butyldiphenylsilyloxy)methyl)-4-chlorophenyl)-6-(hydroxymethyl)tetrahydro-2H-pyran-3,4,5-triol), ClC=1C=CC=2N(C1)C(NN2)=O (6-chloro-[1,2,4]triazolo[4,3-a]pyridin-3(2H)-one), C([O-])([O-])=O.[Cs+].[Cs+] (cesium carbonate). Run in ClCCl.CO (dichloromethane methanol), CO (methanol), CN(C)C=O (DMF). Run at temperature 60 celsius. Yields the product ClC=1C=CC=2N(C1)C(N(N2)CC2=CC(=C(C=C2)OC)[C@@H]2O[C@@H]([C@H]([C@@H]([C@H]2O)O)O)CO)=O (6-chloro-2-(4-methoxy-3-((2S,3R,4R,5S,6R)-3,4,5-trihydroxy-6-(hydroxymethyl)tetrahydro-2H-pyran-2-yl)benzyl)-[1,2,4]triazolo[4,3-a]pyridin-3(2H)-one). Isolated yield 39.4%. RXN SMILES: [Si](O[CH2:19][C:20]1[CH:21]=[C:22]([C@H:27]2[C@@H:32]([OH:33])[C@@H:31]([OH:34])[C@H:30]([OH:35])[CH:29]([CH2:36][OH:37])[O:28]2)[CH:23]=[CH:24][C:25]=1Cl)(C(C)(C)C)(C1C=CC=CC=1)C1C=CC=CC=1.[Cl:38][C:39]1[CH:40]=[CH:41][C:42]2[N:43]([C:45](=[O:48])[NH:46][N:47]=2)[CH:44]=1.[C:49](=O)([O-])[O-:50].[Cs+].[Cs+].C(=O)([O-])[O-].[K+].[K+]>CN(C=O)C.CO.ClCCl.CO>[Cl:38][C:39]1[CH:40]=[CH:41][C:42]2[N:43]([C:45](=[O:48])[N:46]([CH2:19][C:20]3[CH:25]=[CH:24][C:23]([O:50][CH3:49])=[C:22]([C@H:27]4[C@H:32]([OH:33])[C@@H:31]([OH:34])[C@H:30]([OH:35])[C@@H:29]([CH2:36][OH:37])[O:28]4)[CH:21]=3)[N:47]=2)[CH:44]=1 |f:2.3.4,5.6.7,10.11|. Procedure details: To a solution of the product (83 mg, 0.15 mmol) from step B and 6-chloro-[1,2,4]triazolo[4,3-a]pyridin-3(2H)-one (29.3 mg, 0.17 mmol) in DMF (5.0 mL) was added cesium carbonate (0.11 g, 0.35 mmol) and then heated at 60° C. overnight. The reaction solution was cooled to room temperature, diluted with methanol (10 mL) and added potassium carbonate (43.2 mg, 0.31 mmol) to it. The resultant mixture was stirred at room temperature until complete loss of starting material. The reaction solution was th... Reactants: [OH-].[Na+] (NaOH), C1=CC=CC=2C3=CC=CC=C3NC12 (carbazole), CC(=O)C (acetone). Solvent: O (water), S(=O)(=O)(OC)[O-] (methyl sulphate), O (water). Product: CN1C2=CC=CC=C2C=2C=CC=CC12 (N-methyl carbazole). Isolated yield 90.0%. As a reaction SMILES: [CH:1]1[C:13]2[NH:12][C:11]3[C:6](=[CH:7][CH:8]=[CH:9][CH:10]=3)[C:5]=2[CH:4]=[CH:3][CH:2]=1.[OH-].[Na+].[CH3:16]C(C)=O>S([O-])(OC)(=O)=O.O>[CH3:16][N:12]1[C:11]2[CH:10]=[CH:9][CH:8]=[CH:7][C:6]=2[C:5]2[C:13]1=[CH:1][CH:2]=[CH:3][CH:4]=2 |f:1.2|. Procedure details: To a vigourously stirred solution of 10 g of carbazole in 50 ml of acetone, 10 ml methyl sulphate was added, followed by dropwise addition of a solution of 10 g NaOH in 7 ml water. After a few minutes the solution was poured into water. N-methyl carbazole was purified by two ethanol recrystallization, extraction with boiling petroleum ether and another ethanol recrystallization (yield 90% m.p.=88° C.). Starting materials: O=C1CCC(=O)N1Br, O=C(OOC(=O)c1ccccc1)c1ccccc1, ClC(Cl)(Cl)Cl, Cc1cn(C)c(=O)n(-c2cc(C(=O)OC(C)C)c(Cl)cc2F)c1=O. The product is CC(C)OC(=O)c1cc(-n2c(=O)c(CBr)cn(C)c2=O)c(F)cc1Cl. RXN SMILES: [Br:25][N:26]1[C:27](=[O:28])[CH2:29][CH2:30][C:31]1=[O:32].[C:33]([O:34][O:35][C:36](=[O:37])[c:38]1[cH:39][cH:40][cH:41][cH:42][cH:43]1)(=[O:44])[c:45]1[cH:46][cH:47][cH:48][cH:49][cH:50]1.[C:51]([Cl:52])([Cl:53])([Cl:54])[Cl:55].[Cl:1][c:2]1[c:3]([C:4](=[O:5])[O:6][CH:7]([CH3:8])[CH3:9])[cH:10][c:11](-[n:15]2[c:16](=[O:24])[n:17]([CH3:23])[cH:18][c:19]([CH3:22])[c:20]2=[O:21])[c:12]([F:14])[cH:13]1>>[Cl:1][c:2]1[c:3]([C:4](=[O:5])[O:6][CH:7]([CH3:8])[CH3:9])[cH:10][c:11](-[n:15]2[c:16](=[O:24])[n:17]([CH3:23])[cH:18][c:19]([CH2:22][Br:25])[c:20]2=[O:21])[c:12]([F:14])[cH:13]1.